From a dataset of the Open Reaction Database (ORD), a public repository of structured organic reaction records. describe an organic reaction: reactants, conditions, products, and yield Reactants: FC(C1=CC=C(C=C1)Br)(F)F (4-trifluoromethylphenyl bromide), [Li]CCCC (nBuLi), B(OC(C)C)(OC(C)C)OC(C)C (triisopropyl borate). The solvent is C1CCOC1 (THF). Reaction conditions: time 30 minute. Yields the product FC(C1=CC=C(C=C1)B(O)O)(F)F (4-Trifluoromethylphenylboronic acid). RXN SMILES: [F:1][C:2]([F:11])([F:10])[C:3]1[CH:8]=[CH:7][C:6](Br)=[CH:5][CH:4]=1.[Li]CCCC.[B:17](OC(C)C)([O:22]C(C)C)[O:18]C(C)C>C1COCC1>[F:1][C:2]([F:11])([F:10])[C:3]1[CH:8]=[CH:7][C:6]([B:17]([OH:22])[OH:18])=[CH:5][CH:4]=1. Reported procedure: To a solution of 1 mL (7.1 mmol) of 4-trifluoromethylphenyl bromide (JRD Fluoro Chemical LTD) in 20 mL of THF at −78° C. in a nitrogen atmosphere was added 7.1 mL (8.5 mmol) of nBuLi (1.6 M in THF). After stirring for 30 min, 2.5 mL (10.65 mmol) of triisopropyl borate (Aldrich) was slowly added and the reaction mixture was slowly warmed to rt. After 1 h at rt, the reaction mixture was concentrated and redissolved in 10 mL of a mixture of acetic acid and H2O (2:1). After stirring for 3 h, the rea... Reactants: C(C)(C)(C)OC(=O)N1CC2=CC=CC=C2CN1C(=O)OC(C)(C)C (1,4-dihydrophthalazine-2,3-dicarboxylic acid di-tert-butyl ester), O=S(Cl)Cl (SOCl2). Solvent: CO (MeOH). Run at time 72 hour. The product is C1NNCC2=CC=CC=C12 (1,2,3,4-tetrahydrophthalazine). As a reaction SMILES: C(OC([N:8]1[N:17](C(OC(C)(C)C)=O)[CH2:16][C:15]2[C:10](=[CH:11][CH:12]=[CH:13][CH:14]=2)[CH2:9]1)=O)(C)(C)C.O=S(Cl)Cl>CO>[CH2:9]1[C:10]2[C:15](=[CH:14][CH:13]=[CH:12][CH:11]=2)[CH2:16][NH:17][NH:8]1. Procedure details: 1,4-dihydrophthalazine-2,3-dicarboxylic acid di-tert-butyl ester, 4, (1.0 g, 3 mmol) is dissolved in MeOH (20 mL) and SOCl2 (0.5 mL) added dropwise. After stirring at room temp for 72 hours, the solvent is removed in vacuo to afford 0.6 g of the desired product as white solid. Reactants: O=C1C(CCC(O)c2ccc(F)cc2)C(c2ccc(OCc3ccc(CBr)cc3)cc2)N1c1ccc(F)cc1, Cc1ccccc1, C1CN2CCN1CC2. Yields the product [Br-], O=C1C(CCC(O)c2ccc(F)cc2)C(c2ccc(OCc3ccc(C[N+]45CCN(CC4)CC5)cc3)cc2)N1c1ccc(F)cc1. As a reaction SMILES: [Br:1][CH2:2][c:3]1[cH:4][cH:5][c:6]([CH2:7][O:8][c:9]2[cH:10][cH:11][c:12]([CH:15]3[CH:16]([CH2:27][CH2:28][CH:29]([OH:30])[c:31]4[cH:32][cH:33][c:34]([F:37])[cH:35][cH:36]4)[C:17](=[O:26])[N:18]3[c:19]3[cH:20][cH:21][c:22]([F:25])[cH:23][cH:24]3)[cH:13][cH:14]2)[cH:38][cH:39]1.[CH3:48][c:49]1[cH:50][cH:51][cH:52][cH:53][cH:54]1.[N:40]12[CH2:41][CH2:42][N:43]([CH2:44][CH2:45]1)[CH2:46][CH2:47]2>>[Br-:1].[CH2:2]([c:3]1[cH:4][cH:5][c:6]([CH2:7][O:8][c:9]2[cH:10][cH:11][c:12]([CH:15]3[CH:16]([CH2:27][CH2:28][CH:29]([OH:30])[c:31]4[cH:32][cH:33][c:34]([F:37])[cH:35][cH:36]4)[C:17](=[O:26])[N:18]3[c:19]3[cH:20][cH:21][c:22]([F:25])[cH:23][cH:24]3)[cH:13][cH:14]2)[cH:38][cH:39]1)[N+:40]12[CH2:41][CH2:42][N:43]([CH2:44][CH2:45]1)[CH2:46][CH2:47]2. The reactants are Cc1ccc(-c2c(CNC(=O)OC(C)(C)C)c(CC(C)C)nc3ccc(NCCNC(=O)OC(C)(C)C)cc23)cc1, O=C([O-])O, CCOC(C)=O, CCOC(=O)C(=O)Cl, [Na+]. The product is CCOC(=O)C(=O)N(CCNC(=O)OC(C)(C)C)c1ccc2nc(CC(C)C)c(CNC(=O)OC(C)(C)C)c(-c3ccc(C)cc3)c2c1. As a reaction SMILES: [C:1]([CH3:2])([CH3:3])([CH3:4])[O:5][C:6](=[O:7])[NH:8][CH2:9][CH2:10][NH:11][c:12]1[cH:13][c:14]2[c:15](-[c:35]3[cH:36][cH:37][c:38]([CH3:41])[cH:39][cH:40]3)[c:16]([CH2:26][NH:27][C:28]([O:29][C:30]([CH3:31])([CH3:32])[CH3:33])=[O:34])[c:17]([CH2:22][CH:23]([CH3:24])[CH3:25])[n:18][c:19]2[cH:20][cH:21]1.[C:42](=[O:43])([O-:44])[OH:45].[CH3:55][CH2:56][O:57][C:58](=[O:59])[CH3:60].[Cl:47][C:48]([C:49](=[O:50])[O:51][CH2:52][CH3:53])=[O:54].[Na+:46]>>[C:1]([CH3:2])([CH3:3])([CH3:4])[O:5][C:6](=[O:7])[NH:8][CH2:9][CH2:10][N:11]([c:12]1[cH:13][c:14]2[c:15](-[c:35]3[cH:36][cH:37][c:38]([CH3:41])[cH:39][cH:40]3)[c:16]([CH2:26][NH:27][C:28]([O:29][C:30]([CH3:31])([CH3:32])[CH3:33])=[O:34])[c:17]([CH2:22][CH:23]([CH3:24])[CH3:25])[n:18][c:19]2[cH:20][cH:21]1)[C:48]([C:49](=[O:50])[O:51][CH2:52][CH3:53])=[O:54].